This data is from the Open Reaction Database (ORD), a public repository of structured organic reaction records. The task is: describe an organic reaction: reactants, conditions, products, and yield Reactants: C(C)(C)(C)OC(=O)N1CCC(CC1)NCC(C)C (4-(isobutylamino)-piperidine-1-carboxylic acid tert-butyl ester), ClC=1SC(=C(N1)Cl)C=O (2,4-dichloro-5-thiazolecarboxaldehyde), C(C)(=O)O (acetic acid), [BH-](OC(=O)C)(OC(=O)C)OC(=O)C.[Na+] (NaBH(OAc)3). The solvent is C(C)(=O)OCC (ethyl acetate), O (water), CN(C=O)C (dimethylformamide). Reaction conditions: time 3 day. The product is C(C)(C)(C)OC(=O)N1CCC(CC1)N(CC(C)C)CC1=C(N=C(S1)Cl)Cl (4-{[(2,4-dichloro-thiazol-5-yl)methyl]-isobutyl-amino}-piperidine-1-carboxylic acid t-butyl ester). The yield is 31.5%. As a reaction SMILES: [C:1]([O:5][C:6]([N:8]1[CH2:13][CH2:12][CH:11]([NH:14][CH2:15][CH:16]([CH3:18])[CH3:17])[CH2:10][CH2:9]1)=[O:7])([CH3:4])([CH3:3])[CH3:2].[Cl:19][C:20]1[S:21][C:22]([CH:26]=O)=[C:23]([Cl:25])[N:24]=1.C(O)(=O)C.[BH-](OC(C)=O)(OC(C)=O)OC(C)=O.[Na+]>CN(C)C=O.C(OCC)(=O)C.O>[C:1]([O:5][C:6]([N:8]1[CH2:9][CH2:10][CH:11]([N:14]([CH2:26][C:22]2[S:21][C:20]([Cl:19])=[N:24][C:23]=2[Cl:25])[CH2:15][CH:16]([CH3:18])[CH3:17])[CH2:12][CH2:13]1)=[O:7])([CH3:4])([CH3:3])[CH3:2] |f:3.4|. Procedure details: To a solution of 4-(isobutylamino)-piperidine-1-carboxylic acid tert-butyl ester (797 mg, 2.28 mmol, 1 eq.) and 2,4-dichloro-5-thiazolecarboxaldehyde (500 mg, 2.75 mmol, 1.2 eq) in anhydrous dimethylformamide (10 ml), is added glacial acetic acid (130 uL, 2.28 mmol, 1 eq.) and NaBH(OAc)3 (677 mg, 3.19 mmol, 1.4 eq.). The reaction mixture is stirred at room temperature for 3 days and then water and ethyl acetate are added. The layers are separated and the aqueous layer is extracted with ethyl ace... Starting materials: FC=1C=CC(=C(C(=O)O)C1)OCC1=CC=CC=C1 (5-fluoro-2-[(phenylmethyl)oxy]benzoic acid), N1=CC(=CC=C1)N (3-pyridinamine), C=1C=CC2=C(C1)N=NN2O (HOBT), C(CCl)Cl (EDC). Run in CN(C)C=O (DMF), O (Water). Product: FC=1C=CC(=C(C(=O)NC=2C=NC=CC2)C1)OCC1=CC=CC=C1 (5-Fluoro-2-[(phenylmethyl)oxy]-N-3-pyridinylbenzamide). As a reaction SMILES: [F:1][C:2]1[CH:3]=[CH:4][C:5]([O:11][CH2:12][C:13]2[CH:18]=[CH:17][CH:16]=[CH:15][CH:14]=2)=[C:6]([CH:10]=1)[C:7]([OH:9])=O.[N:19]1[CH:24]=[CH:23][CH:22]=[C:21]([NH2:25])[CH:20]=1.C1C=CC2N(O)N=NC=2C=1.C(Cl)CCl>CN(C=O)C.O>[F:1][C:2]1[CH:3]=[CH:4][C:5]([O:11][CH2:12][C:13]2[CH:18]=[CH:17][CH:16]=[CH:15][CH:14]=2)=[C:6]([CH:10]=1)[C:7]([NH:25][C:21]1[CH:20]=[N:19][CH:24]=[CH:23][CH:22]=1)=[O:9]. Procedure details: A solution of 5-fluoro-2-[(phenylmethyl)oxy]benzoic acid (may be prepared as described in Description 20, 180 mg, 0.73 mmol), 3-pyridinamine (68.8 mg, 0.73 mmol), HOBT (134 mg, 0.88 mmol) and EDC (168 mg, 0.88 mmol) in DMF (10 ml) was stirred at room temperature overnight. Water (30 ml) was added and the mixture was filtered. The residue was dried to yield the title compound as a white solid. 100 mg. Reactants: C(CCCCCCCCCCCCCCCCC)N(C(=O)Cl)CCCCCCCCCCCCCCCCCC (N,N-dioctadecylcarbamyl chloride), OCCN(CCN)CCO (N,N-bis-(2-hydroxyethyl)-1,2-ethanediamine). Solvent: C1=CC=CC=C1 (benzene). Conditions: time 3 hour. Product: C(CCCCCCCCCCCCCCCCC)N(C(=O)NCCN(CCO)CCO)CCCCCCCCCCCCCCCCCC (1,1-Dioctadecyl-3-{2-[Bis(2-Hydroxyethyl)Amino]Ethyl}Urea). The yield is 95.5%. Reaction SMILES: [CH2:1]([N:19]([CH2:23][CH2:24][CH2:25][CH2:26][CH2:27][CH2:28][CH2:29][CH2:30][CH2:31][CH2:32][CH2:33][CH2:34][CH2:35][CH2:36][CH2:37][CH2:38][CH2:39][CH3:40])[C:20](Cl)=[O:21])[CH2:2][CH2:3][CH2:4][CH2:5][CH2:6][CH2:7][CH2:8][CH2:9][CH2:10][CH2:11][CH2:12][CH2:13][CH2:14][CH2:15][CH2:16][CH2:17][CH3:18].[OH:41][CH2:42][CH2:43][N:44]([CH2:48][CH2:49][OH:50])[CH2:45][CH2:46][NH2:47]>C1C=CC=CC=1>[CH2:1]([N:19]([CH2:23][CH2:24][CH2:25][CH2:26][CH2:27][CH2:28][CH2:29][CH2:30][CH2:31][CH2:32][CH2:33][CH2:34][CH2:35][CH2:36][CH2:37][CH2:38][CH2:39][CH3:40])[C:20]([NH:47][CH2:46][CH2:45][N:44]([CH2:48][CH2:49][OH:50])[CH2:43][CH2:42][OH:41])=[O:21])[CH2:2][CH2:3][CH2:4][CH2:5][CH2:6][CH2:7][CH2:8][CH2:9][CH2:10][CH2:11][CH2:12][CH2:13][CH2:14][CH2:15][CH2:16][CH2:17][CH3:18]. Procedure details: A mixture of N,N-dioctadecylcarbamyl chloride (2.9 g.), N,N-bis-(2-hydroxyethyl)-1,2-ethanediamine (4.0 g.) and benzene (50 ml.) is refluxed and stirred for three hours. The mixture is then cooled, concentrated in vacuo and the residue taken up on chloroform (100 ml.). The chloroform solution is washed successively with water (2×50 ml.), aqueous sodium hydroxide (1×50 ml. of 1 N) and water (2×50 ml.), then dried (Na2SO4). Removal of the chloroform in vacuo leaves the crude product as an oil (3.3...